Task: describe an organic reaction: reactants, conditions, products, and yield. Dataset: the Open Reaction Database (ORD), a public repository of structured organic reaction records Starting materials: S(=O)(=O)(Cl)Cl (sulfuryl chloride), C(C)OC(=O)C1=COC(=C1)[Si](C)(C)C (5-Trimethylsilyl-3-furancarboxylic acid ethyl ester), ice water. The solvent is C(C)#N (acetonitrile), C(C)#N (acetonitrile). Reaction conditions: time 30 minute. Yields the product C(C)OC(=O)C1=COC(=C1)Cl (5-chloro-3-furancarboxylic acid ethyl ester). Isolated yield 77.0%. Reaction SMILES: [CH2:1]([O:3][C:4]([C:6]1[CH:10]=[C:9]([Si](C)(C)C)[O:8][CH:7]=1)=[O:5])[CH3:2].S(Cl)([Cl:18])(=O)=O>C(#N)C>[CH2:1]([O:3][C:4]([C:6]1[CH:10]=[C:9]([Cl:18])[O:8][CH:7]=1)=[O:5])[CH3:2]. Reported procedure: 5-Trimethylsilyl-3-furancarboxylic acid (4.1 g) (synthesized in accordance with the method described in Tetrahedron Lett., 25, 4451 (1984)) was dissolved in tetrahydrofuran (100 ml), and N,N-dimethylformamide (3 drops) was added. Oxalyl chloride (3.0 g) was added dropwise under ice-cooling, and the mixture was stirred at room temperature for 30 minutes. Ethanol (100 ml) and triethylamine (4.7 g) were added, and the resulting mixture was stirred at room temperature for 15 hours. The mixture as co... The solvent is C(Cl)Cl (CH2Cl2). Product: CN(C1=CC2=C(NC(CC(=N2)C2=CC(=CC=C2)C=2N(N=CC2)C)=O)C=C1C(F)(F)F)C (7-Dimethylamino-4-[3-(2-methyl-2H-pyrazol-3-yl)-phenyl]-8-trifluoromethyl-1,3-dihydro-benzo[b][1,4]diazepin-2-one), solid. Procedure: The title compound was prepared from (5-dimethylamino-2-{3-[3-(2-methyl-2H-pyrazol-3-yl)-phenyl]-3-oxo-propionylamino}-4-trifluoromethyl-phenyl)-carbamic acid tert.-butyl ester (Example M31) (78 mg, 0.14 mmol) by treatment with TFA in CH2Cl2 according to the general procedure N. Obtained as an off-white solid (48 mg). The reactants are C(C)(C)(C)OC(NC1=C(C=C(C(=C1)N(C)C)C(F)(F)F)NC(CC(=O)C1=CC(=CC=C1)C=1N(N=CC1)C)=O)=O ((5-dimethylamino-2-{3-[3-(2-methyl-2H-pyrazol-3-yl)-phenyl]-3-oxo-propionylamino}-4-trifluoromethyl-phenyl)-carbamic acid tert.-butyl ester), C(=O)(C(F)(F)F)O (TFA). As a reaction SMILES: C(OC(=O)[NH:7][C:8]1[CH:13]=[C:12]([N:14]([CH3:16])[CH3:15])[C:11]([C:17]([F:20])([F:19])[F:18])=[CH:10][C:9]=1[NH:21][C:22](=[O:38])[CH2:23][C:24]([C:26]1[CH:31]=[CH:30][CH:29]=[C:28]([C:32]2[N:33]([CH3:37])[N:34]=[CH:35][CH:36]=2)[CH:27]=1)=O)(C)(C)C.C(O)(C(F)(F)F)=O>C(Cl)Cl>[CH3:15][N:14]([CH3:16])[C:12]1[C:11]([C:17]([F:18])([F:19])[F:20])=[CH:10][C:9]2[NH:21][C:22](=[O:38])[CH2:23][C:24]([C:26]3[CH:31]=[CH:30][CH:29]=[C:28]([C:32]4[N:33]([CH3:37])[N:34]=[CH:35][CH:36]=4)[CH:27]=3)=[N:7][C:8]=2[CH:13]=1. Reactants: iron oxides, C(C)(=S)[O-].[Fe+2].C(C)(=S)[O-] (iron (II) thioacetate), ferrous oxide, C(C)(=S)O (thioacetic acid), [Fe]=S (iron sulfide), ferric oxide, S (hydrogen sulfide). The solvent is O (water). Yields the product C(C)(=S)[O-].[Fe+3].C(C)(=S)[O-].C(C)(=S)[O-] (iron (III) thioacetate). RXN SMILES: [C:1]([OH:4])(=[S:3])[CH3:2].[C:5]([O-:8])(=[S:7])[CH3:6].[Fe+2:9].[C:10]([O-:13])(=[S:12])[CH3:11].[Fe]=S.S>O>[C:1]([O-:4])(=[S:3])[CH3:2].[Fe+3:9].[C:5]([O-:8])(=[S:7])[CH3:6].[C:10]([O-:13])(=[S:12])[CH3:11] |f:1.2.3,7.8.9.10|. Procedure details: In the reactions above, a major portion, up to about 99% of the iron oxides remain unreacted. When ferrous oxide is completely reacted with thioacetic acid, the reaction product is dark green iron (II) thioacetate, a compound that is stable at room temperature. Heating the solid or boiling with water causes rapid decomposition yielding a variety of products including iron sulfide and hydrogen sulfide. The corresponding reaction with ferric oxide is quite complex as shown above, yielding iron (II...